This data is from the Open Reaction Database (ORD), a public repository of structured organic reaction records. The task is: describe an organic reaction: reactants, conditions, products, and yield The reactants are C1(=CC=CC=C1)P(C1=CC=CC=C1)C1=CC=CC=C1 (triphenylphosphine), ClC1=NC(=C(C2=CC=CC=C12)O)CCCO (1-chloro-3-(3-hydroxypropyl)isoquinolin-4-ol), N(=NC(=O)OC(C)C)C(=O)OC(C)C (diisopropyl azodicarboxylate). The solvent is C1CCOC1 (THF). Conditions: time 4 hour. Yields the product ClC1=NC2=C(C=3C=CC=CC13)OCCC2 (6-chloro-3,4-dihydro-2H-pyrano[3,2-c]isoquinoline). Isolated yield 73.1%. As a reaction SMILES: C1(P(C2C=CC=CC=2)C2C=CC=CC=2)C=CC=CC=1.[Cl:20][C:21]1[C:30]2[C:25](=[CH:26][CH:27]=[CH:28][CH:29]=2)[C:24](O)=[C:23]([CH2:32][CH2:33][CH2:34][OH:35])[N:22]=1.N(C(OC(C)C)=O)=NC(OC(C)C)=O>C1COCC1>[Cl:20][C:21]1[C:30]2[CH:29]=[CH:28][CH:27]=[CH:26][C:25]=2[C:24]2[O:35][CH2:34][CH2:33][CH2:32][C:23]=2[N:22]=1. Reported procedure: To a solution of triphenylphosphine (1.03 g, 3.94 mmol) and 1-chloro-3-(3-hydroxypropyl)isoquinolin-4-ol (520 mg, 2.18 mmol) in THF (2 mL) at 0° C. was added diisopropyl azodicarboxylate (0.85 mL, 4.38 mmol) dropwise. The resulting solution was stirred for 4 h at rt. After concentration of solvent, the residue was purified by silica gel chromatography eluting with 0%-20% ethyl acetate in hexane to give the desired product 6-chloro-3,4-dihydro-2H-pyrano[3,2-c]isoquinoline (350 mg, 73%) as a white... The reactants are CCC(CO[Si](c1ccccc1)(c1ccccc1)C(C)(C)C)N1C(=O)C(C(C)C(=O)OC)CC(c2cccc(Cl)c2)C1c1ccc(Cl)cc1, CCCC[N+](CCCC)(CCCC)CCCC, C1CCOC1, [F-]. Product: CCC(CO)N1C(=O)C(C(C)C(=O)OC)CC(c2cccc(Cl)c2)C1c1ccc(Cl)cc1. As a reaction SMILES: [C:1]([Si:2]([c:3]1[cH:4][cH:5][cH:38][cH:39][cH:40]1)([O:6][CH2:7][CH:8]([CH2:9][CH3:10])[N:11]1[C:12](=[O:37])[CH:13]([CH:31]([C:32](=[O:33])[O:34][CH3:35])[CH3:36])[CH2:14][CH:15]([c:24]2[cH:25][c:26]([Cl:30])[cH:27][cH:28][cH:29]2)[CH:16]1[c:17]1[cH:18][cH:19][c:20]([Cl:23])[cH:21][cH:22]1)[c:41]1[cH:42][cH:43][cH:44][cH:45][cH:46]1)([CH3:47])([CH3:48])[CH3:49].[CH2:51]([N+:52]([CH2:53][CH2:54][CH2:55][CH3:56])([CH2:57][CH2:58][CH2:59][CH3:60])[CH2:61][CH2:62][CH2:63][CH3:64])[CH2:65][CH2:66][CH3:67].[CH2:68]1[O:69][CH2:70][CH2:71][CH2:72]1.[F-:50]>>[OH:6][CH2:7][CH:8]([CH2:9][CH3:10])[N:11]1[C:12](=[O:37])[CH:13]([CH:31]([C:32](=[O:33])[O:34][CH3:35])[CH3:36])[CH2:14][CH:15]([c:24]2[cH:25][c:26]([Cl:30])[cH:27][cH:28][cH:29]2)[CH:16]1[c:17]1[cH:18][cH:19][c:20]([Cl:23])[cH:21][cH:22]1. Reactants: Cl.NOC(C(=O)O)C1=CC=CC=C1 (α-aminooxyphenylacetic acid hydrochloride), C1=CC=C2C=CN=C3C2=C1N1C=CC=C1C3=O (7H-indolizino[5,6,7-ij]isoquinoline-7-one). The solvent is O (water), C(C)O (ethanol), N1=CC=CC=C1 (pyridine). Product: C(=O)(O)C(C1=CC=CC=C1)ON=C1C2=CC=CN2C=2C=CC=C3C=CN=C1C23 (7-(α-carboxybenzyloxyimino)-7H-indolizino[5,6,7-ij]isoquinoline). Yield: 70.4%. As a reaction SMILES: Cl.[NH2:2][O:3][CH:4]([C:8]1[CH:13]=[CH:12][CH:11]=[CH:10][CH:9]=1)[C:5]([OH:7])=[O:6].[CH:14]1[C:23]2[N:24]3[C:28]([C:29](=O)[C:21]4[C:22]=2[C:17]([CH:18]=[CH:19][N:20]=4)=[CH:16][CH:15]=1)=[CH:27][CH:26]=[CH:25]3>O.C(O)C.N1C=CC=CC=1>[C:5]([CH:4]([O:3][N:2]=[C:29]1[C:21]2[C:22]3[C:17]([CH:18]=[CH:19][N:20]=2)=[CH:16][CH:15]=[CH:14][C:23]=3[N:24]2[C:28]1=[CH:27][CH:26]=[CH:25]2)[C:8]1[CH:13]=[CH:12][CH:11]=[CH:10][CH:9]=1)([OH:7])=[O:6] |f:0.1|. Reported procedure: A solution of α-aminooxyphenylacetic acid hydrochloride (15.0 g.) in water (6.6 cc.) is added to a stirred boiling solution of 7H-indolizino[5,6,7-ij]isoquinoline-7-one (15.0 g.) in ethanol (450 cc.) and pyridine (583 g.). Boiling is maintained for 2 hours 30 minutes. After cooling, the yellow crystals obtained are filtered off and then washed with 90% ethanol, then with absolute ethanol and finally with diethyl ether. After drying, 7-(α-carboxybenzyloxyimino)-7H-indolizino[5,6,7-ij]isoquinoline... Reactants: CN(C)CC1=CC=C(C=C1)CC#N ((4-dimethylaminomethylphenyl)acetonitrile). The reagents and catalysts are [H][H] (hydrogen), [Ni] (Raney nickel). Run in N (ammonia). Product: CN(C)CC1=CC=C(C=C1)CCN (2-(4-dimethylaminomethylphenyl)ethylamine). As a reaction SMILES: [CH3:1][N:2]([CH2:4][C:5]1[CH:10]=[CH:9][C:8]([CH2:11][C:12]#[N:13])=[CH:7][CH:6]=1)[CH3:3]>N.[H][H].[Ni]>[CH3:1][N:2]([CH2:4][C:5]1[CH:10]=[CH:9][C:8]([CH2:11][CH2:12][NH2:13])=[CH:7][CH:6]=1)[CH3:3]. Reported procedure: 3.60 g (20.7 mmol) of (4-dimethylaminomethylphenyl)acetonitrile (IX.1.a) is dissolved in 50 mL of methanolic ammonia and hydrogenated for 5 hours at 50° C. at a pressure of 3 bar with hydrogen and 0.45 g of Raney nickel as catalyst. Then the catalyst is filtered off and the solvent is eliminated. Yield: 3.60 g (98% of theory); Rf value: 0.20 (silica gel, methylene chloride/methanol=9:1); C11H18N2; EII mass spectrum: m/z=179 [M+H]+. Starting materials: CCOC(=O)CC(=O)N1CCCN1, CSc1nccc(C(=O)O)n1, CCN=C=NCCCN(C)C, Cl, [Na+], O=C([O-])O, CN(C)C=O, On1nnc2ccccc21. Yields the product CCOC(=O)CC(=O)N1CCCN1C(=O)c1ccnc(SC)n1. RXN SMILES: [CH2:1]([CH3:2])[O:3][C:4]([CH2:5][C:6]([N:7]1[NH:8][CH2:9][CH2:10][CH2:11]1)=[O:12])=[O:13].[CH3:14][S:15][c:16]1[n:17][cH:18][cH:19][c:20]([C:22](=[O:23])[OH:24])[n:21]1.[CH3:36][N:37]([CH3:38])[CH2:39][CH2:40][CH2:41][N:42]=[C:43]=[N:44][CH2:45][CH3:46].[ClH:35].[Na+:51].[O-:47][C:48]([OH:49])=[O:50].[O:52]=[CH:53][N:54]([CH3:55])[CH3:56].[OH:25][n:26]1[c:27]2[cH:28][cH:29][cH:30][cH:31][c:32]2[n:33][n:34]1>>[CH2:1]([CH3:2])[O:3][C:4]([CH2:5][C:6]([N:7]1[N:8]([C:22]([c:20]2[cH:19][cH:18][n:17][c:16]([S:15][CH3:14])[n:21]2)=[O:23])[CH2:9][CH2:10][CH2:11]1)=[O:12])=[O:13]. The reactants are C(CCCCCCCCCCCCC)(=O)O (myristic acid), [OH-].[Ca+2].[OH-] (calcium hydroxide), Ca. Solvent: C(C)(=O)O (acetic acid). Reaction conditions: time 3 minute. Product: C(CCCCCCCCCCCCC)(=O)[O-].[Ca+2].C(CCCCCCCCCCCCC)(=O)[O-] (calcium myristate). As a reaction SMILES: [C:1]([OH:16])(=[O:15])[CH2:2][CH2:3][CH2:4][CH2:5][CH2:6][CH2:7][CH2:8][CH2:9][CH2:10][CH2:11][CH2:12][CH2:13][CH3:14].[OH-].[Ca+2:18].[OH-]>C(O)(=O)C>[C:1]([O-:16])(=[O:15])[CH2:2][CH2:3][CH2:4][CH2:5][CH2:6][CH2:7][CH2:8][CH2:9][CH2:10][CH2:11][CH2:12][CH2:13][CH3:14].[Ca+2:18].[C:1]([O-:16])(=[O:15])[CH2:2][CH2:3][CH2:4][CH2:5][CH2:6][CH2:7][CH2:8][CH2:9][CH2:10][CH2:11][CH2:12][CH2:13][CH3:14] |f:1.2.3,5.6.7|. Reported procedure: 114.5 g of myristic acid and 38.9 g of calcium hydroxide were stirred at 35° to 40° C., and 0.3% acetic acid was added as catalyst. The mass initially underwent slight compaction but then changed into a white voluminous powder. During the reaction, the temperature rose to 70°-80° C. The total stirring time was 3 minutes. A white voluminous powder having a Ca content of 13.6%, a melting temperature of 180° to more than 250° C., and an acid value of 1.6 was obtained.